From a dataset of the Open Reaction Database (ORD), a public repository of structured organic reaction records. describe an organic reaction: reactants, conditions, products, and yield The reactants are NN1N=C(C2=C(C1=O)SC=C2)C2=CC=CC=C2 (6-amino-4-phenylthieno[2,3-d]pyridazin-7(6H)-one), BrC12CC3(CC(CC(C1)C3)C2)CC(=O)O (2-(3-bromoadamantan-1-yl)acetic acid). The product is BrC12CC3(CC(CC(C1)C3)C2)CC(=O)NN2N=C(C3=C(C2=O)SC=C3)C3=CC=CC=C3 (2-(3-bromoadamantan-1-yl)-N-(7-oxo-4-phenylthieno[2,3-d]pyridazin-6(7H)-yl)acetamide). Reaction SMILES: [NH2:1][N:2]1[C:7](=[O:8])[C:6]2[S:9][CH:10]=[CH:11][C:5]=2[C:4]([C:12]2[CH:17]=[CH:16][CH:15]=[CH:14][CH:13]=2)=[N:3]1.[Br:18][C:19]12[CH2:28][CH:23]3[CH2:24][CH:25]([CH2:27][C:21]([CH2:29][C:30](O)=[O:31])([CH2:22]3)[CH2:20]1)[CH2:26]2>>[Br:18][C:19]12[CH2:28][CH:23]3[CH2:24][CH:25]([CH2:27][C:21]([CH2:29][C:30]([NH:1][N:2]4[C:7](=[O:8])[C:6]5[S:9][CH:10]=[CH:11][C:5]=5[C:4]([C:12]5[CH:17]=[CH:16][CH:15]=[CH:14][CH:13]=5)=[N:3]4)=[O:31])([CH2:22]3)[CH2:20]1)[CH2:26]2. Procedure details: The product from Example 29B and 2-(3-bromoadamantan-1-yl)acetic acid were processed using a method similar to that described in Example 17C to afford the title compound. 1H NMR (500 MHz, DMSO-d6) δ ppm 11.47 (s, 1H), 8.36 (d, J=5.2 Hz, 1H), 7.71-7.73 (m, 2H), 7.56-7.59 (m, 4H), 2.32-2.34 (m, 2H), 2.27-2.32 (m, 2H), 2.19-2.25 (m, 2H), 2.17 (s, 2H), 2.12-2.16 (m, 2H), 1.62-1.75 (m, 5H), 1.56-1.60 (m, 1H); MS (APCI+) M/Z 498 (M+H)+. Product: C=CCn1cc(Cc2ccc(C(=O)O)cc2OC)c2cc(C=C(C)C(=O)NCCC)ccc21. Reactants: C=CCn1cc(Cc2ccc(C(=O)OC)cc2OC)c2cc(C=C(C)C(=O)NCCC)ccc21, CO, [Li+], [OH-], O, O. As a reaction SMILES: [CH2:4]([CH:5]=[CH2:6])[n:7]1[cH:8][c:9]([CH2:25][c:26]2[c:27]([O:36][CH3:37])[cH:28][c:29]([C:30](=[O:31])[O:32][CH3:33])[cH:34][cH:35]2)[c:10]2[cH:11][c:12]([CH:16]=[C:17]([CH3:18])[C:19]([NH:20][CH2:21][CH2:22][CH3:23])=[O:24])[cH:13][cH:14][c:15]12.[CH3:39][OH:40].[Li+:3].[OH-:2].[OH2:1].[OH2:38]>>[CH2:4]([CH:5]=[CH2:6])[n:7]1[cH:8][c:9]([CH2:25][c:26]2[c:27]([O:36][CH3:37])[cH:28][c:29]([C:30](=[O:31])[OH:32])[cH:34][cH:35]2)[c:10]2[cH:11][c:12]([CH:16]=[C:17]([CH3:18])[C:19]([NH:20][CH2:21][CH2:22][CH3:23])=[O:24])[cH:13][cH:14][c:15]12.